From a dataset of the Open Reaction Database (ORD), a public repository of structured organic reaction records. describe an organic reaction: reactants, conditions, products, and yield The reactants are O (water), C([O-])([O-])=O.[K+].[K+] (potassium carbonate), OC1=CC=C(C=O)C=C1 (4-hydroxybenzaldehyde), BrCCCCCCC (1-Bromoheptane). Solvent: CC(=O)C (acetone). Product: C(CCCCCC)OC1=CC=C(C=O)C=C1 (4-n-Heptoxybenzaldehyde). RXN SMILES: C(=O)([O-])[O-].[K+].[K+].[OH:7][C:8]1[CH:15]=[CH:14][C:11]([CH:12]=[O:13])=[CH:10][CH:9]=1.Br[CH2:17][CH2:18][CH2:19][CH2:20][CH2:21][CH2:22][CH3:23].O>CC(C)=O>[CH2:17]([O:7][C:8]1[CH:15]=[CH:14][C:11]([CH:12]=[O:13])=[CH:10][CH:9]=1)[CH2:18][CH2:19][CH2:20][CH2:21][CH2:22][CH3:23] |f:0.1.2|. Reported procedure: Anhydrous potassium carbonate (55.5 g, 0.4 mol) was added to a stirred solution of 4-hydroxybenzaldehyde (24.5 g, 0.2 mol) in acetone (300 cm3), over a period of 30 min at room temperature. 1-Bromoheptane (40.3 g, 0.225 mol) was added dropwise and the resulting mixture heated under reflux (12 h). The solution was poured into water (1000 cm3), the product extracted into diethyl ether (2×300 cm3), and the combined ethereal extracts dried (MgSO4). The solvent was removed in vacuo and the product is... Starting materials: CC1(C)CCN(S(C)(=O)=O)CC1NC(=O)c1cn(COCC[Si](C)(C)C)c2ncc(C3CC3)nc12, ClCCl, O=C(O)C(F)(F)F, NCCN. Yields the product CC1(C)CCN(S(C)(=O)=O)CC1NC(=O)c1c[nH]c2ncc(C3CC3)nc12. Reaction SMILES: [CH:1]1([c:4]2[n:5][c:6]3[c:7]([n:8][cH:9]2)[n:10]([CH2:28][O:29][CH2:30][CH2:31][Si:32]([CH3:33])([CH3:34])[CH3:35])[cH:11][c:12]3[C:13](=[O:14])[NH:15][CH:16]2[CH2:17][N:18]([S:24](=[O:25])(=[O:26])[CH3:27])[CH2:19][CH2:20][C:21]2([CH3:22])[CH3:23])[CH2:2][CH2:3]1.[Cl:47][CH2:48][Cl:49].[F:36][C:37]([F:38])([F:39])[C:40]([OH:41])=[O:42].[NH2:43][CH2:44][CH2:45][NH2:46]>>[CH:1]1([c:4]2[n:5][c:6]3[c:7]([n:8][cH:9]2)[nH:10][cH:11][c:12]3[C:13](=[O:14])[NH:15][CH:16]2[CH2:17][N:18]([S:24](=[O:25])(=[O:26])[CH3:27])[CH2:19][CH2:20][C:21]2([CH3:22])[CH3:23])[CH2:2][CH2:3]1.